This data is from the Open Reaction Database (ORD), a public repository of structured organic reaction records. The task is: describe an organic reaction: reactants, conditions, products, and yield The reactants are CCN=C=NCCCN(C)C, CC(C)c1cccc(C(C)C)c1N, Cl, CN(C)C=O, On1nnc2ccccc21, O=C(O)CCCCCBr. Product: CC(C)c1cccc(C(C)C)c1NC(=O)CCCCCBr. Reaction SMILES: [CH3:2][N:3]([CH3:4])[CH2:5][CH2:6][CH2:7][N:8]=[C:9]=[N:10][CH2:11][CH3:12].[CH:23]([CH3:24])([CH3:25])[c:26]1[c:27]([NH2:28])[c:29]([CH:33]([CH3:34])[CH3:35])[cH:30][cH:31][cH:32]1.[ClH:1].[O:45]=[CH:46][N:47]([CH3:48])[CH3:49].[OH:13][n:14]1[c:15]2[c:16]([cH:17][cH:18][cH:19][cH:20]2)[n:21][n:22]1.[OH:36][C:37](=[O:38])[CH2:39][CH2:40][CH2:41][CH2:42][CH2:43][Br:44]>>[CH:23]([CH3:24])([CH3:25])[c:26]1[c:27]([NH:28][C:37](=[O:36])[CH2:39][CH2:40][CH2:41][CH2:42][CH2:43][Br:44])[c:29]([CH:33]([CH3:34])[CH3:35])[cH:30][cH:31][cH:32]1. Starting materials: [OH-].[Li+] (lithium hydroxide), solution, COC(=O)C1(CC2=CC=CC=C2C1)NC(C1=CC(=C(C=C1)OC)OCCC1=CC(=CC=C1)SC)=O (2-{4-Methoxy-3-[2-(3-methylsulfanyl-phenyl)-ethoxy]-benzoylamino}-indane-2-carboxylic acid methyl ester). Run in O1CCOCC1 (dioxane). Reaction conditions: temperature 60 celsius, time 1 hour. Yields the product COC1=C(C=C(C(=O)NC2(CC3=CC=CC=C3C2)C(=O)O)C=C1)OCCC1=CC(=CC=C1)SC (2-{4-Methoxy-3-[2-(3-methylsulfanyl-phenyl)-ethoxy]-benzoylamino}-indane-2-carboxylic acid). Yield: 94.9%. As a reaction SMILES: C[O:2][C:3]([C:5]1([NH:14][C:15](=[O:35])[C:16]2[CH:21]=[CH:20][C:19]([O:22][CH3:23])=[C:18]([O:24][CH2:25][CH2:26][C:27]3[CH:32]=[CH:31][CH:30]=[C:29]([S:33][CH3:34])[CH:28]=3)[CH:17]=2)[CH2:13][C:12]2[C:7](=[CH:8][CH:9]=[CH:10][CH:11]=2)[CH2:6]1)=[O:4].[OH-].[Li+]>O1CCOCC1>[CH3:23][O:22][C:19]1[CH:20]=[CH:21][C:16]([C:15]([NH:14][C:5]2([C:3]([OH:4])=[O:2])[CH2:6][C:7]3[C:12](=[CH:11][CH:10]=[CH:9][CH:8]=3)[CH2:13]2)=[O:35])=[CH:17][C:18]=1[O:24][CH2:25][CH2:26][C:27]1[CH:32]=[CH:31][CH:30]=[C:29]([S:33][CH3:34])[CH:28]=1 |f:1.2|. Reported procedure: The compound of example 15 (195 mg, 0.397 mmol) was dissolved in dioxane (2 ml), lithium hydroxide (1.99 ml of an aqueous 1 M solution, 1.99 mmol) was added, and the mixture was stirred at 60° C. for 1 h. The mixture was partitioned between 2 N hydrochloric acid and EA, the aqueous phase extracted with EA, and the combined organic extracts were dried over sodium sulfate, filtered and evaporated to dryness to give 180 mg of the title compound. Starting materials: CC(CCC=C)=O (5-hexene-2-one), C1=CC=CC1 (cyclopentadiene). The product is C(CC=C)C(=C1C=CC=C1)C (6-(3-butenyl)-6-methylfulvene). Reaction SMILES: [CH3:1][C:2](=O)[CH2:3][CH2:4][CH:5]=[CH2:6].[CH:8]1[CH2:12][CH:11]=[CH:10][CH:9]=1>>[CH2:4]([C:5]([CH3:6])=[C:9]1[CH:8]=[CH:12][CH:11]=[CH:10]1)[CH2:3][CH:2]=[CH2:1]. Reported procedure: A process according to claim 5 wherein 5-hexene-2-one is reacted with cyclopentadiene to yield 6-(3-butenyl)-6-methylfulvene which is then reacted with fluorenyllithium and then subjected to hydrolysis to yield 5-cyclopentadienyl-5-(9-fluorenyl )-1-hexene. The reactants are N1=CC(=CC=C1)/C(=C/CCCCC(=O)O)/C1=CC=CC=C1 ((E)-7-(3-pyridyl)-7-phenyl-6-heptenoic acid), C(O)([O-])=O.[Na+] (sodium hydrogen carbonate). Solvent: O (water). The product is N1=CC(=CC=C1)/C(=C/CCCCC(=O)[O-])/C1=CC=CC=C1.[Na+] (sodium (E)-7-(3-pyridyl)-7-phenyl-6-heptenoate). Yield: 55.7%. Reaction SMILES: [N:1]1[CH:6]=[CH:5][CH:4]=[C:3](/[C:7](/[C:16]2[CH:21]=[CH:20][CH:19]=[CH:18][CH:17]=2)=[CH:8]/[CH2:9][CH2:10][CH2:11][CH2:12][C:13]([OH:15])=[O:14])[CH:2]=1.C(=O)([O-])O.[Na+:26]>O>[N:1]1[CH:6]=[CH:5][CH:4]=[C:3](/[C:7](/[C:16]2[CH:17]=[CH:18][CH:19]=[CH:20][CH:21]=2)=[CH:8]/[CH2:9][CH2:10][CH2:11][CH2:12][C:13]([O-:15])=[O:14])[CH:2]=1.[Na+:26] |f:1.2,4.5|. Procedure details: (E)-7-(3-pyridyl)-7-phenyl-6-heptenoic acid (Ia-4) (500 mg) and sodium hydrogen carbonate (160 mg) were added to water (5 ml) to make a homogeneous solution. The solution was concentrated under reduced pressure. The concentrate was pulverized by the use of ethanol-isopropylether to obtain sodium (E)-7-(3-pyridyl)-7-phenyl-6-heptenoate (Ii-76, 300 mg). The physico-chemical properties and other data of the product are shown in Table 6. Starting materials: COC(=O)c1cc(C)c(Br)s1, Cn1nccc1B1OCC(C)(C)CO1, [K+], [K+], O=C([O-])[O-], C1COCCO1, O. Yields the product COC(=O)c1cc(C)c(-c2ccnn2C)s1. Reaction SMILES: [Br:1][c:2]1[c:3]([CH3:11])[cH:4][c:5]([C:7](=[O:8])[O:9][CH3:10])[s:6]1.[CH3:18][C:19]1([CH3:20])[CH2:21][O:22][B:23]([c:25]2[cH:26][cH:27][n:28][n:29]2[CH3:30])[O:24][CH2:31]1.[K+:12].[K+:13].[O-:14][C:15]([O-:16])=[O:17].[O:32]1[CH2:33][CH2:34][O:35][CH2:36][CH2:37]1.[OH2:38]>>[c:2]1(-[c:25]2[cH:26][cH:27][n:28][n:29]2[CH3:30])[c:3]([CH3:11])[cH:4][c:5]([C:7](=[O:8])[O:9][CH3:10])[s:6]1.